The task is: describe an organic reaction: reactants, conditions, products, and yield. This data is from the Open Reaction Database (ORD), a public repository of structured organic reaction records. Reactants: CC(C)(C)NCC(COC1=C(C=CC=C1)I)O (1-[(1,1-dimethylethyl)amino]-3-(2-iodophenoxy)-2-propanol), C(\C=C\C(=O)O)(=O)O (fumaric acid), product, C(#N)C1=CC=C(C=C1)C#C (p-cyanophenylacetylene). Reagents/catalysts: C=1C=CC(=CC1)[P](C=2C=CC=CC2)(C=3C=CC=CC3)[Pd]([P](C=4C=CC=CC4)(C=5C=CC=CC5)C=6C=CC=CC6)([P](C=7C=CC=CC7)(C=8C=CC=CC8)C=9C=CC=CC9)[P](C=1C=CC=CC1)(C=1C=CC=CC1)C=1C=CC=CC1 ((Ph3P)4Pd), [Cu]I (copper (I) iodide). Solvent: CO (MeOH), C(C)N(CC)CC (triethylamine), C1CCOC1 (THF). The product is O.C(\C=C\C(=O)O)(=O)O.CC(C)(C)NCC(COC1=C(C=CC=C1)C#CC1=CC=C(C#N)C=C1)O (4-[2-[3-[(1,1-dimethylethyl)amino]-2-hydroxypropoxy]phenylethynyl]benzonitrile (E)-2-butenedioate hydrate). Yield: 75.0%. RXN SMILES: [CH3:1][C:2]([NH:5][CH2:6][CH:7]([OH:17])[CH2:8][O:9][C:10]1[CH:15]=[CH:14][CH:13]=[CH:12][C:11]=1I)([CH3:4])[CH3:3].[C:18]([C:20]1[CH:25]=[CH:24][C:23]([C:26]#[CH:27])=[CH:22][CH:21]=1)#[N:19].[C:28]([OH:35])(=[O:34])/[CH:29]=[CH:30]/[C:31]([OH:33])=[O:32]>C(N(CC)CC)C.C1COCC1.CO.C1C=CC([P]([Pd]([P](C2C=CC=CC=2)(C2C=CC=CC=2)C2C=CC=CC=2)([P](C2C=CC=CC=2)(C2C=CC=CC=2)C2C=CC=CC=2)[P](C2C=CC=CC=2)(C2C=CC=CC=2)C2C=CC=CC=2)(C2C=CC=CC=2)C2C=CC=CC=2)=CC=1.[Cu]I>[OH2:9].[C:28]([OH:35])(=[O:34])/[CH:29]=[CH:30]/[C:31]([OH:33])=[O:32].[CH3:1][C:2]([NH:5][CH2:6][CH:7]([OH:17])[CH2:8][O:9][C:10]1[CH:15]=[CH:14][CH:13]=[CH:12][C:11]=1[C:27]#[C:26][C:23]1[CH:24]=[CH:25][C:20]([C:18]#[N:19])=[CH:21][CH:22]=1)([CH3:4])[CH3:3] |f:8.9.10,^1:53,55,74,93|. Procedure: A solution of 6.6 g (19 mmoles) of 1-[(1,1-dimethylethyl)amino]-3-(2-iodophenoxy)-2-propanol, the product of Example 12b., 2.5 g (19.7 mmoles) of p-cyanophenylacetylene, 0.44 g (0.38 mmole) of (Ph3P)4Pd and 0.07 g (0.78 mmole) of copper (I) iodide in 40 ml of deoxygenated triethylamine and 20 ml of deoxygenated THF was stirred under nitrogen for 18 hr. A precipitate was removed by filtration and discarded. The solvent was evaporated from the filtrate in vacuo. Trituration of the residue with eth... Starting materials: COc1ccc(CSC2CC(C(=O)O)N(C(=O)OCc3ccc([N+](=O)[O-])cc3)C2)cc1, CC#N, CO, CCN(C(C)C)C(C)C, Cl, Cl, NC1CNC1. Product: COc1ccc(CSC2CC(C(=O)N3CC(N)C3)N(C(=O)OCc3ccc([N+](=O)[O-])cc3)C2)cc1. Reaction SMILES: [CH3:1][O:2][c:3]1[cH:4][cH:5][c:6]([CH2:7][S:8][CH:9]2[CH2:10][CH:11]([C:27](=[O:28])[OH:29])[N:12]([C:14](=[O:15])[O:16][CH2:17][c:18]3[cH:19][cH:20][c:21]([N+:24](=[O:25])[O-:26])[cH:22][cH:23]3)[CH2:13]2)[cH:30][cH:31]1.[CH3:48][C:49]#[N:50].[CH3:51][OH:52].[CH:39]([N:40]([CH:41]([CH3:42])[CH3:43])[CH2:44][CH3:45])([CH3:46])[CH3:47].[ClH:32].[ClH:33].[NH2:34][CH:35]1[CH2:36][NH:37][CH2:38]1>>[CH3:1][O:2][c:3]1[cH:4][cH:5][c:6]([CH2:7][S:8][CH:9]2[CH2:10][CH:11]([C:27](=[O:28])[N:37]3[CH2:36][CH:35]([NH2:34])[CH2:38]3)[N:12]([C:14](=[O:15])[O:16][CH2:17][c:18]3[cH:19][cH:20][c:21]([N+:24](=[O:25])[O-:26])[cH:22][cH:23]3)[CH2:13]2)[cH:30][cH:31]1.